This data is from the Open Reaction Database (ORD), a public repository of structured organic reaction records. The task is: describe an organic reaction: reactants, conditions, products, and yield Product: Nc1ccccc1C(=O)NCCN1CCC2(CC1)C(=O)NCN2c1ccc(F)cc1. As a reaction SMILES: [CH3:36][C:37](=[O:38])[OH:39].[ClH:1].[F:2][c:3]1[cH:4][cH:5][c:6]([N:9]2[CH2:10][NH:11][C:12](=[O:33])[C:13]23[CH2:14][CH2:15][N:16]([CH2:19][CH2:20][NH:21][C:22]([c:23]2[c:24]([N+:29]([O-:30])=[O:31])[cH:25][cH:26][cH:27][cH:28]2)=[O:32])[CH2:17][CH2:18]3)[cH:7][cH:8]1.[H:34][H:35]>>[F:2][c:3]1[cH:4][cH:5][c:6]([N:9]2[CH2:10][NH:11][C:12](=[O:33])[C:13]23[CH2:14][CH2:15][N:16]([CH2:19][CH2:20][NH:21][C:22]([c:23]2[c:24]([NH2:29])[cH:25][cH:26][cH:27][cH:28]2)=[O:32])[CH2:17][CH2:18]3)[cH:7][cH:8]1. Reactants: CC(=O)O, Cl, O=C(NCCN1CCC2(CC1)C(=O)NCN2c1ccc(F)cc1)c1ccccc1[N+](=O)[O-], [H][H]. Yields the product CC(=O)OCc1cn(C(c2ccccc2)(c2ccccc2)c2ccccc2)cn1. Reaction SMILES: [CH3:27][C:28](=[O:29])[O:30][C:31](=[O:32])[CH3:33].[CH3:34][CH2:35][O:36][C:37]([CH3:38])=[O:39].[c:1]1([C:7]([n:8]2[cH:9][n:10][c:11]([CH2:13][OH:14])[cH:12]2)([c:15]2[cH:16][cH:17][cH:18][cH:19][cH:20]2)[c:21]2[cH:22][cH:23][cH:24][cH:25][cH:26]2)[cH:2][cH:3][cH:4][cH:5][cH:6]1.[cH:40]1[cH:41][cH:42][n:43][cH:44][cH:45]1>>[c:1]1([C:7]([n:8]2[cH:9][n:10][c:11]([CH2:13][O:14][C:28]([CH3:27])=[O:29])[cH:12]2)([c:15]2[cH:16][cH:17][cH:18][cH:19][cH:20]2)[c:21]2[cH:22][cH:23][cH:24][cH:25][cH:26]2)[cH:2][cH:3][cH:4][cH:5][cH:6]1. The reactants are CC(=O)OC(C)=O, CCOC(C)=O, OCc1cn(C(c2ccccc2)(c2ccccc2)c2ccccc2)cn1, c1ccncc1. The reactants are C(C)(C)(C)O (t-butanol), ClC(COCC(Cl)Cl)Cl (bis-choroethyl ether), [Na][Na] (disodium), C(COCCOCCO)O (triethylene glycol). Run in C1=CC=CC=C1 (benzene). Reaction conditions: temperature 100 celsius. Yields the product C(C)(C)(C)O.C1=CC=CC=C1 (t-Butanol Benzene). Yield: 45.0%. As a reaction SMILES: [C:1]([OH:5])([CH3:4])([CH3:3])[CH3:2].[Na][Na].C(O)COCCO[CH2:14][CH2:15]O.ClC(Cl)CO[CH2:22][CH:23](Cl)Cl>C1C=CC=CC=1>[C:1]([OH:5])([CH3:4])([CH3:3])[CH3:2].[CH:15]1[CH:14]=[CH:23][CH:22]=[CH:2][CH:1]=1 |f:5.6|. Reported procedure: In a similar manner, to a mixture of 11.6 g. of t-butanol and 9.5 g. benzene, under a nitrogen atmosphere, were added 1.36 g (13.7 mmoles) of the disodium salt of triethylene glycol and 1 g. (14 mmoles) of bis-choroethyl ether. The mixture was heated at about 100° C. for approximately 4 hours, aliquot analyses showed little further reaction after about 2 hours, and the resulting mixture was then treated in the conventional manner and about a 45% yield of product (by VPC based on disodium salt re... The reactants are Cl.N[C@H](C(=O)N)CC ((S)-2-aminobutyramide hydrochloride), [OH-].[K+] (potassium hydroxide), ClCCCC(=O)Cl (4-chlorobutyryl chloride). Reagents/catalysts: [Br-].C(CCC)[N+](CCCC)(CCCC)CCCC (tetrabutylammonium bromide). Run in ClCCl (dichloromethane). Yields the product C(C)[C@@H](C(=O)N)N1C(CCC1)=O ((−)-(S)-α-ethyl-2-oxo-1-pyrrolidineacetamide). Yield: 60.0%. As a reaction SMILES: Cl.[NH2:2][C@@H:3]([CH2:7][CH3:8])[C:4]([NH2:6])=[O:5].[OH-].[K+].Cl[CH2:12][CH2:13][CH2:14][C:15](Cl)=[O:16]>ClCCl.[Br-].C([N+](CCCC)(CCCC)CCCC)CCC>[CH2:7]([C@H:3]([N:2]1[CH2:12][CH2:13][CH2:14][C:15]1=[O:16])[C:4]([NH2:6])=[O:5])[CH3:8] |f:0.1,2.3,6.7|. Procedure: The compound (−)-(S)-α-ethyl-2-oxo-1-pyrrolidineacetamide is prepared by suspending 50 grams of (S)-2-aminobutyramide hydrochloride in 500 mL of dichloromethane at room temperature, then cooling to temperatures between −5 and 0° C. and adding 81.2 grams of potassium hydroxide and 23.3 grams of tetrabutylammonium bromide at those temperatures. A 66.4 gram amount of 4-chlorobutyryl chloride is added at the same temperatures. After completion of the reaction, solids are removed by filtration, the s... The reactants are CC(=O)CC(C)C, Cc1nc2scc(C)n2c(=O)c1CCCl, [I-], [K+], c1ccc2c(C3CCNCC3)c[nH]c2c1, [Na+], [Na+], O=C([O-])[O-]. Yields the product Cc1nc2scc(C)n2c(=O)c1CCN1CCC(c2c[nH]c3ccccc23)CC1. As a reaction SMILES: [CH3:39][CH:40]([CH3:41])[CH2:42][C:43](=[O:44])[CH3:45].[Cl:1][CH2:2][CH2:3][c:4]1[c:5]([CH3:15])[n:6][c:7]2[n:8]([c:9]1=[O:10])[c:11]([CH3:14])[cH:12][s:13]2.[I-:38].[K+:37].[NH:16]1[CH2:17][CH2:18][CH:19]([c:22]2[cH:23][nH:24][c:25]3[cH:26][cH:27][cH:28][cH:29][c:30]23)[CH2:20][CH2:21]1.[Na+:31].[Na+:32].[O-:33][C:34](=[O:35])[O-:36]>>[CH2:2]([CH2:3][c:4]1[c:5]([CH3:15])[n:6][c:7]2[n:8]([c:9]1=[O:10])[c:11]([CH3:14])[cH:12][s:13]2)[N:16]1[CH2:17][CH2:18][CH:19]([c:22]2[cH:23][nH:24][c:25]3[cH:26][cH:27][cH:28][cH:29][c:30]23)[CH2:20][CH2:21]1. Reactants: CCc1ccc(Br)cc1, CS(C)=O, [Cu]I, [K+], [K+], [K+], Nc1ncccc1-c1ccc(O)cc1, O=C(O)c1ccccn1, O=P([O-])([O-])[O-]. The product is CCc1ccc(Oc2ccc(-c3cccnc3N)cc2)cc1. RXN SMILES: [Br:32][c:33]1[cH:34][cH:35][c:36]([CH2:39][CH3:40])[cH:37][cH:38]1.[CH3:43][S:44]([CH3:45])=[O:46].[Cu:41][I:42].[K+:29].[K+:30].[K+:31].[NH2:10][c:11]1[n:12][cH:13][cH:14][cH:15][c:16]1-[c:17]1[cH:18][cH:19][c:20]([OH:23])[cH:21][cH:22]1.[OH:1][C:2]([c:3]1[n:4][cH:5][cH:6][cH:7][cH:8]1)=[O:9].[P:24]([O-:25])([O-:26])([O-:27])=[O:28]>>[NH2:10][c:11]1[n:12][cH:13][cH:14][cH:15][c:16]1-[c:17]1[cH:18][cH:19][c:20]([O:23][c:33]2[cH:34][cH:35][c:36]([CH2:39][CH3:40])[cH:37][cH:38]2)[cH:21][cH:22]1. The reactants are ClC=1C=C(C=CC1C#N)C1=NN(C=C1)C[C@H](C)NC(=O)C1=CC(=NN1)C(C)O (N—((S)-1-(3-(3-chloro-4-cyanophenyl)-1H-pyrazol-1-yl)-propan-2-yl)-3-(1-hydroxyethyl)-1H-pyrazole-5-carboxamide), C(C)(=O)OC(C)=O (acetic anhydride). Reagents/catalysts: CN(C)C=1C=CN=CC1 (DMAP). Run in N1=CC=CC=C1 (Pyridine). Reaction conditions: temperature 0 celsius, time 8 hour. Product: C(C)(=O)OC(C)C1=NNC(=C1)C(N[C@H](CN1N=C(C=C1)C1=CC(=C(C=C1)C#N)Cl)C)=O (1-(5-((S)-1-(3-(3-chloro-4-cyanophenyl)-1H-pyrazol-1-yl)propan-2-yl-carbamoyl)-1H-pyrazol-3-yl)ethyl acetate). The yield is 58.9%. Reaction SMILES: [Cl:1][C:2]1[CH:3]=[C:4]([C:10]2[CH:14]=[CH:13][N:12]([CH2:15][C@@H:16]([NH:18][C:19]([C:21]3[NH:25][N:24]=[C:23]([CH:26]([OH:28])[CH3:27])[CH:22]=3)=[O:20])[CH3:17])[N:11]=2)[CH:5]=[CH:6][C:7]=1[C:8]#[N:9].[C:29](OC(=O)C)(=[O:31])[CH3:30]>CN(C1C=CN=CC=1)C.N1C=CC=CC=1>[C:29]([O:28][CH:26]([C:23]1[CH:22]=[C:21]([C:19](=[O:20])[NH:18][C@@H:16]([CH3:17])[CH2:15][N:12]2[CH:13]=[CH:14][C:10]([C:4]3[CH:5]=[CH:6][C:7]([C:8]#[N:9])=[C:2]([Cl:1])[CH:3]=3)=[N:11]2)[NH:25][N:24]=1)[CH3:27])(=[O:31])[CH3:30]. Procedure: A flask containing N—((S)-1-(3-(3-chloro-4-cyanophenyl)-1H-pyrazol-1-yl)-propan-2-yl)-3-(1-hydroxyethyl)-1H-pyrazole-5-carboxamide (400 mg, 1.003 mmol) and DMAP (12.25 mg, 0.100 mmol) was put under nitrogen atmosphere. Pyridine (10 ml) was added, the reaction mixture cooled down to 0° C. and acetic anhydride (0.099 ml, 108 mg) was added dropwise. The mixture was allowed to warm to RT and stirred overnight. Next day the mixture was evaporated and purified by flash chromatography. Yield 58.9%. 1H-...